Dataset: the Open Reaction Database (ORD), a public repository of structured organic reaction records. Task: describe an organic reaction: reactants, conditions, products, and yield The reactants are N1C(=NC2=C1C=CC=C2)NCC2CCN(CC2)C(=O)OC(C)(C)C (tert-Butyl 4-[(1H-benzimidazol-2-ylamino)methyl]piperidine-1-carboxylate), C(=O)(C(F)(F)F)O (TFA). Yields the product FC(C(=O)O)(F)F.N1CCC(CC1)CNC1=NC2=C(N1)C=CC=C2 (N-(Piperidin-4-ylmethyl)-1H-benzimidazole-2-amine (trifluoroacetate)). RXN SMILES: [NH:1]1[C:5]2[CH:6]=[CH:7][CH:8]=[CH:9][C:4]=2[N:3]=[C:2]1[NH:10][CH2:11][CH:12]1[CH2:17][CH2:16][N:15](C(OC(C)(C)C)=O)[CH2:14][CH2:13]1.[C:25]([OH:31])([C:27]([F:30])([F:29])[F:28])=[O:26]>>[F:28][C:27]([F:30])([F:29])[C:25]([OH:31])=[O:26].[NH:15]1[CH2:16][CH2:17][CH:12]([CH2:11][NH:10][C:2]2[NH:1][C:5]3[CH:6]=[CH:7][CH:8]=[CH:9][C:4]=3[N:3]=2)[CH2:13][CH2:14]1 |f:2.3|. Procedure details: ) tert-Butyl 4-[(1H-benzimidazol-2-ylamino)methyl]piperidine-1-carboxylate 21b (2.65 g; 8.02 mmol) was treated with 10 ml of TFA under standard conditions. Concentration and trituration of the crude prodcut with n-pentane afforded 2.3 g; ESI-MS [M+H+]=231.15. Starting materials: C(C)#N (acetonitrile), O (water), mixture, C(C)(=O)O.C(C)(=O)O.IC1=CC=CC=C1 (iodobenzene diacetate), C(C)(=O)O.C(C)(=O)O.IC1=CC=CC=C1 (iodobenzene diacetate), C(C)(=O)OCC (ethyl acetate). Run at time 1.5 hour. Product: COC(=O)[C@@]12NC(OCC[C@]2(C1)C1=CC=CC=C1)=O ((1R*,7R*)-3-oxo-7-phenyl-4-oxa-2-azabicyclo[5.1.0]octane-1-carboxylic acid methyl ester). The yield is 35.0%. Reaction SMILES: [C:1](#[N:3])[CH3:2].[OH2:4].[C:5]([OH:8])(=O)C.[C:9](O)(=O)[CH3:10].I[C:14]1[CH:19]=[CH:18][CH:17]=[CH:16][CH:15]=1.[C:20]([O:23][CH2:24][CH3:25])(=[O:22])C>>[CH3:5][O:8][C:2]([C@@:1]12[CH2:10][C@:9]1([C:14]1[CH:19]=[CH:18][CH:17]=[CH:16][CH:15]=1)[CH2:25][CH2:24][O:23][C:20](=[O:22])[NH:3]2)=[O:4] |f:2.3.4|. Procedure: To a solution of (1R*,2S*)-cis-1-carbamoyl-2-(2-hydroxyethyl)-2-phenylcyclopropanecarboxylic acid methyl ester (0.30 g, 1.1 mmol) obtained in Preparation Example 2-4-2 in an ethyl acetate:acetonitrile:water=1:2:1 mixture (12 mL) was added iodobenzene diacetate (0.48 g, 1.5 mmol) at 0° C. After stirring at room temperature for 1.5 hours, iodobenzene diacetate (64 mg, 0.23 mmol) was further added, and the mixture was stirred for 1.5 hours. After the obtained solution was diluted with ethyl acetate... Starting materials: CCOC(C)=O, CCOC(=O)C1CC(=C2CCCN(c3ccccc3)C2=O)c2ccc(Cl)cc2N1, [Na+], [OH-]. Product: O=C(O)C1CC(=C2CCCN(c3ccccc3)C2=O)c2ccc(Cl)cc2N1. RXN SMILES: [CH3:32][CH2:33][O:34][C:35](=[O:36])[CH3:37].[Cl:1][c:2]1[cH:3][cH:4][c:5]2[c:10]([cH:11]1)[NH:9][CH:8]([C:12](=[O:13])[O:14][CH2:15][CH3:16])[CH2:7][C:6]2=[C:17]1[C:18](=[O:29])[N:19]([c:23]2[cH:24][cH:25][cH:26][cH:27][cH:28]2)[CH2:20][CH2:21][CH2:22]1.[Na+:31].[OH-:30]>>[Cl:1][c:2]1[cH:3][cH:4][c:5]2[c:10]([cH:11]1)[NH:9][CH:8]([C:12](=[O:13])[OH:14])[CH2:7][C:6]2=[C:17]1[C:18](=[O:29])[N:19]([c:23]2[cH:24][cH:25][cH:26][cH:27][cH:28]2)[CH2:20][CH2:21][CH2:22]1. Starting materials: C(CC(=O)OC)(=O)OC (dimethyl malonate), [Na] (Sodium), CC1CC(CCC1)Br (3-methylcyclohexylbromide). The solvent is CO (methanol). Product: COC(C(C(=O)OC)C1CC(CCC1)C)=O (Dimethyl-2-(3-methylcyclohexyl)-malonate). As a reaction SMILES: [Na].[C:2]([O:9][CH3:10])(=[O:8])[CH2:3][C:4]([O:6][CH3:7])=[O:5].[CH3:11][CH:12]1[CH2:17][CH2:16][CH2:15][CH:14](Br)[CH2:13]1>CO>[CH3:7][O:6][C:4](=[O:5])[CH:3]([CH:14]1[CH2:15][CH2:16][CH2:17][CH:12]([CH3:11])[CH2:13]1)[C:2]([O:9][CH3:10])=[O:8] |^1:0|. Procedure: Sodium metal (7.02 g, 0.30 g atm) was reacted with anhydrous methanol (250 mL). To this was then added dimethyl malonate (70 mL) dropwise while the temperature of the reaction was maintained at 50° C. To this solution was then added dropwise 3-methylcyclohexylbromide (54.0 g, 0.30 mol) and the reaction refluxed overnight. The methanol was removed on a rotovap and the remaining material partitioned between ether and water. The ether layer was separated, dried with MgSO4 and evaporated to give a y... Reported procedure: In analogy to the procedure described in Example 31F], iodobenzene and (3-diethylamino-pyrrolidin-1-yl)-[5-(3-ethynyl-phenyl)-4-methyl-1H-pyrazol-3-yl]-methanone (Example 31E]) gave the title compound in 70% yield light yellow semisolid. MS: 427.3 (MH+). Starting materials: IC1=CC=CC=C1 (iodobenzene), C(C)N(C1CN(CC1)C(=O)C1=NNC(=C1C)C1=CC(=CC=C1)C#C)CC ((3-diethylamino-pyrrolidin-1-yl)-[5-(3-ethynyl-phenyl)-4-methyl-1H-pyrazol-3-yl]-methanone). The yield is 70.0%. Reaction SMILES: I[C:2]1[CH:7]=[CH:6][CH:5]=[CH:4][CH:3]=1.[CH2:8]([N:10]([CH2:32][CH3:33])[CH:11]1[CH2:15][CH2:14][N:13]([C:16]([C:18]2[C:22]([CH3:23])=[C:21]([C:24]3[CH:29]=[CH:28][CH:27]=[C:26]([C:30]#[CH:31])[CH:25]=3)[NH:20][N:19]=2)=[O:17])[CH2:12]1)[CH3:9]>>[CH2:32]([N:10]([CH2:8][CH3:9])[CH:11]1[CH2:15][CH2:14][N:13]([C:16]([C:18]2[C:22]([CH3:23])=[C:21]([C:24]3[CH:29]=[CH:28][CH:27]=[C:26]([C:30]#[C:31][C:2]4[CH:7]=[CH:6][CH:5]=[CH:4][CH:3]=4)[CH:25]=3)[NH:20][N:19]=2)=[O:17])[CH2:12]1)[CH3:33]. Yields the product C(C)N(C1CN(CC1)C(=O)C1=NNC(=C1C)C1=CC(=CC=C1)C#CC1=CC=CC=C1)CC ((3-Diethylamino-pyrrolidin-1-yl)-[4-methyl-5-(3-phenylethynyl-phenyl)-1H-pyrazol-3-yl]-methanone). Reactants: BrCc1ccccc1, O=C1CCCc2[nH]c3c(F)cccc3c21, CN(C)C=O. Product: O=C1CCCc2c1c1cccc(F)c1n2Cc1ccccc1. Reaction SMILES: [Br:16][CH2:17][c:18]1[cH:19][cH:20][cH:21][cH:22][cH:23]1.[F:1][c:2]1[cH:3][cH:4][cH:5][c:6]2[c:7]3[c:12]([nH:13][c:14]12)[CH2:11][CH2:10][CH2:9][C:8]3=[O:15].[O:24]=[CH:25][N:26]([CH3:27])[CH3:28]>>[F:1][c:2]1[cH:3][cH:4][cH:5][c:6]2[c:7]3[c:12]([n:13]([CH2:17][c:18]4[cH:19][cH:20][cH:21][cH:22][cH:23]4)[c:14]12)[CH2:11][CH2:10][CH2:9][C:8]3=[O:15]. Starting materials: C1CCOC1, [Li]CCCC, CCOC(C)=O, Clc1ccnc2ccsc12, N#N, [NH4+], Cn1c(C2OCCCO2)cnc1I, [OH-], c1ccc(P(c2ccccc2)(c2ccccc2)[Pd](P(c2ccccc2)(c2ccccc2)c2ccccc2)(P(c2ccccc2)(c2ccccc2)c2ccccc2)P(c2ccccc2)(c2ccccc2)c2ccccc2)cc1. Product: Cn1c(C2OCCCO2)cnc1-c1cc2nccc(Cl)c2s1. RXN SMILES: [CH2:31]1[O:32][CH2:33][CH2:34][CH2:35]1.[CH3:11][CH2:12][CH2:13][CH2:14][Li:15].[CH3:38][CH2:39][O:40][C:41]([CH3:42])=[O:43].[Cl:1][c:2]1[c:3]2[c:4]([n:5][cH:6][cH:7]1)[cH:8][cH:9][s:10]2.[N:29]#[N:30].[NH4+:36].[O:16]1[CH:17]([c:22]2[cH:23][n:24][c:25]([I:28])[n:26]2[CH3:27])[O:18][CH2:19][CH2:20][CH2:21]1.[OH-:37].[cH:44]1[cH:45][cH:46][c:47]([P:48]([Pd:49]([P:50]([c:51]2[cH:52][cH:53][cH:54][cH:55][cH:56]2)([c:57]2[cH:58][cH:59][cH:60][cH:61][cH:62]2)[c:63]2[cH:64][cH:65][cH:66][cH:67][cH:68]2)([P:69]([c:70]2[cH:71][cH:72][cH:73][cH:74][cH:75]2)([c:76]2[cH:77][cH:78][cH:79][cH:80][cH:81]2)[c:82]2[cH:83][cH:84][cH:85][cH:86][cH:87]2)[P:88]([c:89]2[cH:90][cH:91][cH:92][cH:93][cH:94]2)([c:95]2[cH:96][cH:97][cH:98][cH:99][cH:100]2)[c:101]2[cH:102][cH:103][cH:104][cH:105][cH:106]2)([c:107]2[cH:108][cH:109][cH:110][cH:111][cH:112]2)[c:113]2[cH:114][cH:115][cH:116][cH:117][cH:118]2)[cH:119][cH:120]1>>[Cl:1][c:2]1[c:3]2[c:4]([n:5][cH:6][cH:7]1)[cH:8][c:9](-[c:25]1[n:24][cH:23][c:22]([CH:17]3[O:16][CH2:21][CH2:20][CH2:19][O:18]3)[n:26]1[CH3:27])[s:10]2.